This data is from the Open Reaction Database (ORD), a public repository of structured organic reaction records. The task is: describe an organic reaction: reactants, conditions, products, and yield As a reaction SMILES: [CH3:17][N:18]([CH3:19])[CH:20]=[O:21].[Cl:1][c:2]1[cH:3][cH:4][c:5]([C:8]([CH2:9][CH:10]2[CH2:11][CH2:12]2)=[O:13])[cH:6][cH:7]1.[I:14][CH3:15].[OH2:16]>>[Cl:1][c:2]1[cH:3][cH:4][c:5]([C:8]([CH:9]([CH:10]2[CH2:11][CH2:12]2)[CH3:15])=[O:13])[cH:6][cH:7]1. Yields the product CC(C(=O)c1ccc(Cl)cc1)C1CC1. Reactants: CN(C)C=O, O=C(CC1CC1)c1ccc(Cl)cc1, CI, O. The reactants are CCOC(=O)C1=Cc2c(OC)ccc(OC)c2CC1, CCO, [Na+], [OH-]. The product is COc1ccc(OC)c2c1C=C(C(=O)O)CC2. RXN SMILES: [CH3:1][O:2][c:3]1[c:4]2[c:9]([c:10]([O:13][CH3:14])[cH:11][cH:12]1)[CH:8]=[C:7]([C:15](=[O:16])[O:17][CH2:18][CH3:19])[CH2:6][CH2:5]2.[CH3:22][CH2:23][OH:24].[Na+:21].[OH-:20]>>[CH3:1][O:2][c:3]1[c:4]2[c:9]([c:10]([O:13][CH3:14])[cH:11][cH:12]1)[CH:8]=[C:7]([C:15](=[O:16])[OH:17])[CH2:6][CH2:5]2.